Dataset: the Open Reaction Database (ORD), a public repository of structured organic reaction records. Task: describe an organic reaction: reactants, conditions, products, and yield Starting materials: O=C1CC(C1)C(=O)O ((3-oxo-cyclobutyl)-carboxylic acid), Et3N(734 μl), C1CCOC1.C1(=CC=CC=C1)C (THF Toluene), C1(=CC=CC=C1)P(=O)(C1=CC=CC=C1)N=[N+]=[N-] (diphenyl phosphoryl azide), C(C1=CC=CC=C1)O (benzyl alcohol). Run in C(C)OC(C)=O (ethylacetate). Run at temperature 60 celsius, time 3 hour. The product is C(C1=CC=CC=C1)OC(NC1CC(C1)=O)=O ((3-Oxo-cyclobutyl)-carbamic acid benzyl ester). Reaction SMILES: [O:1]=[C:2]1[CH2:5][CH:4](C(O)=O)[CH2:3]1.C1[CH2:13][O:12]CC1.C1(C)C=CC=CC=1.C1(P([N:35]=[N+]=[N-])(C2C=CC=CC=2)=O)C=CC=CC=1.[CH2:38]([OH:45])[C:39]1[CH:44]=[CH:43][CH:42]=[CH:41][CH:40]=1>C(OC(=O)C)C>[CH2:38]([O:45][C:13](=[O:12])[NH:35][CH:4]1[CH2:3][C:2](=[O:1])[CH2:5]1)[C:39]1[CH:44]=[CH:43][CH:42]=[CH:41][CH:40]=1 |f:1.2|. Reported procedure: A solution of (3-oxo-cyclobutyl)-carboxylic acid (506 mg, 4.4 mmol) and Et3N(734 μl) in 1:1 THF-Toluene (15 mL) was treated with diphenyl phosphoryl azide (956 μL, 4.4 mmol). The solutions warmed to 60° C. over ca. 45 minutes, at which point nitrogen evolution was noted. After 3 hours, benzyl alcohol (500 μL, 4.8 mmol) was added and the solution was kept at 60° C. for 4 hours. After cooling to room temperature, the solution was diluted with ethylacetate, was washed with saturated aqueous sodium ... The reactants are [BH4-], CC(=O)c1cccc(CN2CCN(C(C(=O)NC(Cc3ccccc3)C(O)CN(CC(C)C)S(=O)(=O)c3ccc(C=NO)cc3)C(C)(C)C)C2=O)n1, CO, [Na+]. The product is CC(C)CN(CC(O)C(Cc1ccccc1)NC(=O)C(N1CCN(Cc2cccc(C(C)O)n2)C1=O)C(C)(C)C)S(=O)(=O)c1ccc(C=NO)cc1. Reaction SMILES: [BH4-:53].[C:1]([CH3:2])(=[O:3])[c:4]1[cH:5][cH:6][cH:7][c:8]([CH2:10][N:11]2[C:12](=[O:52])[N:13]([CH:16]([C:17](=[O:18])[NH:19][CH:20]([CH:21]([CH2:22][N:23]([CH2:24][CH:25]([CH3:26])[CH3:27])[S:28](=[O:29])(=[O:30])[c:31]3[cH:32][cH:33][c:34]([CH:37]=[N:38][OH:39])[cH:35][cH:36]3)[OH:40])[CH2:41][c:42]3[cH:43][cH:44][cH:45][cH:46][cH:47]3)[C:48]([CH3:49])([CH3:50])[CH3:51])[CH2:14][CH2:15]2)[n:9]1.[CH3:55][OH:56].[Na+:54]>>[CH:1]([CH3:2])([OH:3])[c:4]1[cH:5][cH:6][cH:7][c:8]([CH2:10][N:11]2[C:12](=[O:52])[N:13]([CH:16]([C:17](=[O:18])[NH:19][CH:20]([CH:21]([CH2:22][N:23]([CH2:24][CH:25]([CH3:26])[CH3:27])[S:28](=[O:29])(=[O:30])[c:31]3[cH:32][cH:33][c:34]([CH:37]=[N:38][OH:39])[cH:35][cH:36]3)[OH:40])[CH2:41][c:42]3[cH:43][cH:44][cH:45][cH:46][cH:47]3)[C:48]([CH3:49])([CH3:50])[CH3:51])[CH2:14][CH2:15]2)[n:9]1. The reactants are N1CCOCC1 (Morpholine), Cl.ClCC=1N=C(SC1)N (4-chloromethyl-thiazol-2-ylamine hydrochloride). Run in CN(C)C=O (DMF), C(C)(=O)OCC (ethyl acetate). Run at temperature 90 celsius, time 16 hour. Yields the product O1CCN(CC1)CC=1N=C(SC1)N (4-(1-morpholinomethyl)thiazol-2-ylamine). As a reaction SMILES: [NH:1]1[CH2:6][CH2:5][O:4][CH2:3][CH2:2]1.Cl.Cl[CH2:9][C:10]1[N:11]=[C:12]([NH2:15])[S:13][CH:14]=1>CN(C=O)C.C(OCC)(=O)C>[O:4]1[CH2:5][CH2:6][N:1]([CH2:9][C:10]2[N:11]=[C:12]([NH2:15])[S:13][CH:14]=2)[CH2:2][CH2:3]1 |f:1.2|. Procedure: Morpholine (350 μL, 4.00 mmol) is added to a solution of 4-chloromethyl-thiazol-2-ylamine hydrochloride (368 mg, 2.00 mmol) in DMF (7 mL). The reaction is stirred at 90° C. for 16 h. The reaction is diluted with ethyl acetate and washed with water. The aqueous layer is concentrated in vacuo and extracted with ethyl acetate. The combined organic layers are dried over MgSO4 and evaporated to give brown crystals which are used without further purification. 1H-NMR (400 MHz, d6-DMSO) δ=2.41-2.42 (m, ...